From a dataset of the Open Reaction Database (ORD), a public repository of structured organic reaction records. describe an organic reaction: reactants, conditions, products, and yield Reactants: NC1=C(C(=NN1)N1CCOCC1)C#N (5-amino-3-(morpholin-4-yl)-1H-pyrazole-4-carbonitrile), C(C)OC(N(C)C)OCC (N,N-dimethylformamide diethyl acetal). The solvent is C1(=CC=CC=C1)C (toluene). Product: N1(CCOCC1)C1=NNC(=C1C#N)N=CN(C)C (N′-[3-(morpholin-4-yl)-4-cyano-1H-pyrazol-5-yl]-N,N-dimethyl-formamidine). Reaction SMILES: [NH2:1][C:2]1[NH:6][N:5]=[C:4]([N:7]2[CH2:12][CH2:11][O:10][CH2:9][CH2:8]2)[C:3]=1[C:13]#[N:14].C(O[CH:18](OCC)[N:19]([CH3:21])[CH3:20])C>C1(C)C=CC=CC=1>[N:7]1([C:4]2[C:3]([C:13]#[N:14])=[C:2]([N:1]=[CH:18][N:19]([CH3:21])[CH3:20])[NH:6][N:5]=2)[CH2:12][CH2:11][O:10][CH2:9][CH2:8]1. Procedure: Under a nitrogen atmosphere, a suspension of 4.00 g (20.7 mmol) of 5-amino-3-(morpholin-4-yl)-1H-pyrazole-4-carbonitrile in 85 ml of toluene is boiled under reflux for 5 hours with 4.17 ml (97%; 23.6 mmol) of N,N-dimethylformamide diethyl acetal, during which the solid dissolves. Cooling to RT (→crystallization), filtration with suction an d washing with toluene and hexane yield N′-[3-(morpholin-4-yl)-4-cyano-1H-pyrazol-5-yl]-N,N-dimethyl-formamidine; m.p. 182-183° C.; TLC: Rf=0.20 (ethyl acetat... The reactants are C(C)OC(C1=C(C=CC(=C1)F)S)=O (5-fluoro-2-mercapto-benzoic acid ethyl ester), FC1=C(C=CC=C1)[N+](=O)[O-] (1-fluoro-2-nitrobenzene). Product: C(C)OC(C1=C(C=CC(=C1)F)SC1=C(C=CC=C1)[N+](=O)[O-])=O (5-fluoro-2-(2-nitro-phenylsulfanyl)-benzoic acid ethyl ester). As a reaction SMILES: [CH2:1]([O:3][C:4](=[O:13])[C:5]1[CH:10]=[C:9]([F:11])[CH:8]=[CH:7][C:6]=1[SH:12])[CH3:2].F[C:15]1[CH:20]=[CH:19][CH:18]=[CH:17][C:16]=1[N+:21]([O-:23])=[O:22]>>[CH2:1]([O:3][C:4](=[O:13])[C:5]1[CH:10]=[C:9]([F:11])[CH:8]=[CH:7][C:6]=1[S:12][C:15]1[CH:20]=[CH:19][CH:18]=[CH:17][C:16]=1[N+:21]([O-:23])=[O:22])[CH3:2]. Procedure details: Thus, in a five-step process: 5-fluoro-2-mercapto-benzoic acid ethyl ester may be reacted with 1-fluoro-2-nitrobenzene to form 5-fluoro-2-(2-nitro-phenylsulfanyl)-benzoic acid ethyl ester; the ethyl ester may be converted to 5-fluoro-2-(2-amino-phenylsulfanyl)-benzoic acid ethyl ester; the aminophenyl compound may be cyclized to form 2-fluoro-10H-dibenzo[b,f][1,4]thiazepin-11-one, that may be converted to 11-chloro-2-fluoro-dibenzo[b,f][1,4]thiazepine, and that may be then reacted with piperazin...